This data is from the Open Reaction Database (ORD), a public repository of structured organic reaction records. The task is: describe an organic reaction: reactants, conditions, products, and yield Reactants: BrCCCN=C=S (1-bromo-3-isothiocyanato-propane), C([O-])([O-])=O.[Na+].[Na+] (sodium carbonate), FC1=CC=C(C=C1)C1=NN(C(=N1)C1=CC=C(C=C1)F)CC(=O)N1CCNCC1 (2-(3,5-Bis-(4-fluoro-phenyl)-(1,2,4)triazol-1-yl)-1-piperazin-1-yl-ethanone). The solvent is C(Cl)(Cl)Cl (chloroform). Run at temperature 60 celsius. Yields the product FC1=CC=C(C=C1)C1=NN(C(=N1)C1=CC=C(C=C1)F)CC(=O)N1CCN(CC1)C=1SCCCN1 (2-(3,5-bis-(4-Fluoro-phenyl)-(1,2,4)triazol-1-yl]-1-[4-(5,6-dihydro-4H-(1,3) thiazin-2-yl)-piperazin-1-yl]-ethanone). As a reaction SMILES: Br[CH2:2][CH2:3][CH2:4][N:5]=[C:6]=[S:7].C(=O)([O-])[O-].[Na+].[Na+].[F:14][C:15]1[CH:20]=[CH:19][C:18]([C:21]2[N:25]=[C:24]([C:26]3[CH:31]=[CH:30][C:29]([F:32])=[CH:28][CH:27]=3)[N:23]([CH2:33][C:34]([N:36]3[CH2:41][CH2:40][NH:39][CH2:38][CH2:37]3)=[O:35])[N:22]=2)=[CH:17][CH:16]=1>C(Cl)(Cl)Cl>[F:14][C:15]1[CH:16]=[CH:17][C:18]([C:21]2[N:25]=[C:24]([C:26]3[CH:27]=[CH:28][C:29]([F:32])=[CH:30][CH:31]=3)[N:23]([CH2:33][C:34]([N:36]3[CH2:37][CH2:38][N:39]([C:6]4[S:7][CH2:2][CH2:3][CH2:4][N:5]=4)[CH2:40][CH2:41]3)=[O:35])[N:22]=2)=[CH:19][CH:20]=1 |f:1.2.3|. Procedure: 0.08 mL 1-bromo-3-isothiocyanato-propane and 305 mg sodium carbonate were added to 250 mg 2-(3,5-Bis-(4-fluoro-phenyl)-(1,2,4)triazol-1-yl)-1-piperazin-1-yl-ethanone in 5 mL chloroform. The reaction was stirred over night at 60° C. The reaction was filtered over silicagel and the solvent was evaporated. The residue was crystallized from diethylether to yield 206 mg of the desired compound. Rt: 1.17 min (method B), (M+H)+: 483 Starting materials: ClC1=C(C(=CC=C1)Cl)C1=CC2=C(N=C(N=C2)SC)N(C1=N)CC (6-(2,6-Dichlorophenyl)-8-ethyl-2-methylsulfanyl-8H-pyrido[2,3-d]pyrimidin-7-ylideneamine), C(C)(=O)OC(C)=O (acetic anhydride). The product is ClC1=C(C(=CC=C1)Cl)C1=CC2=C(N=C(N=C2)SC)N(C1=NC(C)=O)CC (N-[6-(2,6-Dichlorophenyl)-8-ethyl-2-methylsulfanyl-8H-pyrido[2,3-d]pyrimidin-7-ylidene]-acetamide). As a reaction SMILES: [Cl:1][C:2]1[CH:7]=[CH:6][CH:5]=[C:4]([Cl:8])[C:3]=1[C:9]1[C:20](=[NH:21])[N:19]([CH2:22][CH3:23])[C:12]2[N:13]=[C:14]([S:17][CH3:18])[N:15]=[CH:16][C:11]=2[CH:10]=1.[C:24](OC(=O)C)(=[O:26])[CH3:25]>>[Cl:1][C:2]1[CH:7]=[CH:6][CH:5]=[C:4]([Cl:8])[C:3]=1[C:9]1[C:20](=[N:21][C:24](=[O:26])[CH3:25])[N:19]([CH2:22][CH3:23])[C:12]2[N:13]=[C:14]([S:17][CH3:18])[N:15]=[CH:16][C:11]=2[CH:10]=1. Procedure: A mixture of 2.70 g (7.40 mmol) of 6-(2,6-dichlorophenyl)-8-ethyl-2-methylsulfanyl-8H-pyrido[2,3-d]pyrimidin-7-ylideneamine of Example 65 and 15 mL of acetic anhydride was heated with stirring to the boiling point. The resulting solution was heated at reflux for 5 minutes and concentrated at reduced pressure to ca. 8 mL volume. The solution was cooled and ether (8 mL) was added. The well-defined crystals that separated were filtered and washed with 5 mL of ether and 10 mL of petroleum ether; wt ... Starting materials: aqueous solution, C(CC(O)(C(=O)O)CC(=O)O)(=O)O (citric acid), C([O-])([O-])=O.[K+].[K+] (potassium carbonate), C(C1=CC=CC=C1)Br (benzyl bromide), C([O-])([O-])=O.[K+].[K+] (potassium carbonate), C(C1=CC=CC=C1)Br (benzyl bromide), ClC1=C(C(C(=O)O)=CC=C1)O (3-chlorosalicylic acid). Solvent: C(C)(=O)OCC (ethyl acetate), CN(C(C)=O)C (N,N-Dimethylacetamide). Conditions: temperature 80 celsius, time 1 hour. Yields the product C(C1=CC=CC=C1)OC1=C(C(=O)OCC2=CC=CC=C2)C=CC=C1Cl (benzyl 2-(benzyloxy)-3-chlorobenzoate). RXN SMILES: [C:1](=O)([O-])[O-].[K+].[K+].[CH2:7](Br)[C:8]1[CH:13]=[CH:12][CH:11]=[CH:10][CH:9]=1.[Cl:15][C:16]1[CH:24]=[CH:23][CH:22]=[C:18]([C:19]([OH:21])=[O:20])[C:17]=1[OH:25].[C:26](O)(=O)[CH2:27][C:28]([CH2:33][C:34](O)=O)([C:30](O)=O)O>C(OCC)(=O)C.CN(C)C(=O)C>[CH2:7]([O:25][C:17]1[C:16]([Cl:15])=[CH:24][CH:23]=[CH:22][C:18]=1[C:19]([O:21][CH2:30][C:28]1[CH:33]=[CH:34][CH:1]=[CH:26][CH:27]=1)=[O:20])[C:8]1[CH:13]=[CH:12][CH:11]=[CH:10][CH:9]=1 |f:0.1.2|. Procedure: N,N-Dimethylacetamide (9.2 mL), potassium carbonate (2.2 g), and benzyl bromide (1.4 mL) were sequentially added to 3-chlorosalicylic acid (0.92 g), followed by stirring at 80° C. for 1 hour. The reaction mixture was cooled to room temperature, and then potassium carbonate (0.37 g) and benzyl bromide (0.19 mL) were sequentially added thereto, followed by stirring at 80° C. for 1 hour. The reaction mixture was cooled to room temperature, and then a 10% aqueous solution of citric acid and ethyl ac... Reactants: C=C(C)CBr, O=C(Cc1cc(OCc2ccccc2)cc(-c2ccc(C(F)(F)F)cc2)c1)N1C(=O)OCC1Cc1ccccc1, C1CCOC1. Yields the product C=C(C)CC(C(=O)N1C(=O)OCC1Cc1ccccc1)c1cc(OCc2ccccc2)cc(-c2ccc(C(F)(F)F)cc2)c1. Reaction SMILES: [Br:41][CH2:42][C:43](=[CH2:44])[CH3:45].[CH2:1]([c:2]1[cH:3][cH:4][cH:5][cH:6][cH:7]1)[CH:8]1[N:9]([C:14]([CH2:15][c:16]2[cH:17][c:18](-[c:30]3[cH:31][cH:32][c:33]([C:36]([F:37])([F:38])[F:39])[cH:34][cH:35]3)[cH:19][c:20]([O:22][CH2:23][c:24]3[cH:25][cH:26][cH:27][cH:28][cH:29]3)[cH:21]2)=[O:40])[C:10](=[O:13])[O:11][CH2:12]1.[CH2:46]1[O:47][CH2:48][CH2:49][CH2:50]1>>[CH2:1]([c:2]1[cH:3][cH:4][cH:5][cH:6][cH:7]1)[CH:8]1[N:9]([C:14]([CH:15]([c:16]2[cH:17][c:18](-[c:30]3[cH:31][cH:32][c:33]([C:36]([F:37])([F:38])[F:39])[cH:34][cH:35]3)[cH:19][c:20]([O:22][CH2:23][c:24]3[cH:25][cH:26][cH:27][cH:28][cH:29]3)[cH:21]2)[CH2:44][C:43](=[CH2:42])[CH3:45])=[O:40])[C:10](=[O:13])[O:11][CH2:12]1. The reactants are CC(C)(C)c1nc2cc(S(=O)(=O)Cl)ccc2n1CC1CCOCC1, CCNCC, CN(C)c1ccncc1, CC#N, CCOC(C)=O. The product is CCN(CC)S(=O)(=O)c1ccc2c(c1)nc(C(C)(C)C)n2CC1CCOCC1. As a reaction SMILES: [C:1]([CH3:2])([CH3:3])([CH3:4])[c:5]1[n:6][c:7]2[c:8]([n:9]1[CH2:10][CH:11]1[CH2:12][CH2:13][O:14][CH2:15][CH2:16]1)[cH:17][cH:18][c:19]([S:21](=[O:22])(=[O:23])[Cl:24])[cH:20]2.[CH2:25]([CH3:26])[NH:27][CH2:28][CH3:29].[CH3:30][N:31]([c:32]1[cH:33][cH:34][n:35][cH:36][cH:37]1)[CH3:38].[CH3:39][C:40]#[N:41].[CH3:42][CH2:43][O:44][C:45]([CH3:46])=[O:47]>>[C:1]([CH3:2])([CH3:3])([CH3:4])[c:5]1[n:6][c:7]2[c:8]([n:9]1[CH2:10][CH:11]1[CH2:12][CH2:13][O:14][CH2:15][CH2:16]1)[cH:17][cH:18][c:19]([S:21](=[O:22])(=[O:23])[N:27]([CH2:25][CH3:26])[CH2:28][CH3:29])[cH:20]2. Reactants: CC(=O)[O-], CC(=O)[O-], OCCCO, CCOCc1nc2c(N)nc3cc(Br)ccc3c2n1CCCCS(=O)(=O)NC, [Pd+2], c1ccc(P(c2ccccc2)c2ccccc2)cc1, OB(O)c1cccnc1. Product: CCOCc1nc2c(N)nc3cc(-c4cccnc4)ccc3c2n1CCCCS(=O)(=O)NC. RXN SMILES: [C:62]([O-:63])(=[O:64])[CH3:65].[C:67]([O-:68])(=[O:69])[CH3:70].[CH2:29]([OH:30])[CH2:31][CH2:32][OH:33].[NH2:1][c:2]1[n:3][c:4]2[cH:5][c:6]([Br:28])[cH:7][cH:8][c:9]2[c:10]2[c:11]1[n:12][c:13]([CH2:24][O:25][CH2:26][CH3:27])[n:14]2[CH2:15][CH2:16][CH2:17][CH2:18][S:19](=[O:20])(=[O:21])[NH:22][CH3:23].[Pd+2:66].[c:43]1([P:44]([c:45]2[cH:46][cH:47][cH:48][cH:49][cH:50]2)[c:51]2[cH:52][cH:53][cH:54][cH:55][cH:56]2)[cH:57][cH:58][cH:59][cH:60][cH:61]1.[n:34]1[cH:35][c:36]([B:40]([OH:41])[OH:42])[cH:37][cH:38][cH:39]1>>[NH2:1][c:2]1[n:3][c:4]2[cH:5][c:6](-[c:36]3[cH:35][n:34][cH:39][cH:38][cH:37]3)[cH:7][cH:8][c:9]2[c:10]2[c:11]1[n:12][c:13]([CH2:24][O:25][CH2:26][CH3:27])[n:14]2[CH2:15][CH2:16][CH2:17][CH2:18][S:19](=[O:20])(=[O:21])[NH:22][CH3:23]. The reactants are C(CCC)C=1N(C(=C(N1)C(C(C)C)O)C#N)CC1=CC=C(C=C1)C1=C(C=CC=C1)C(=O)C(=O)OC (2-butyl-4-(1-hydroxy-2-methylpropyl)-1-[(2'-methoxalylbiphenyl-4-yl)methyl]imidazole-5-carbonitrile), aqueous solution, [OH-].[Na+] (sodium hydroxide). Yields the product C(CCC)NC(=O)C1=C(N=CN1CC1=CC=C(C=C1)C1=C(C=CC=C1)C(=O)C(=O)O)C(C(C)C)O (N-Butyl-4-(1-hydroxy-2-methylpropyl)-1-[(2'-oxalobiphenyl-4-yl)methyl]imidazole-5-carboxamide). RXN SMILES: C([C:5]1[N:6]([CH2:17][C:18]2[CH:23]=[CH:22][C:21]([C:24]3[CH:29]=[CH:28][CH:27]=[CH:26][C:25]=3[C:30]([C:32]([O:34]C)=[O:33])=[O:31])=[CH:20][CH:19]=2)[C:7]([C:15]#[N:16])=[C:8]([CH:10]([OH:14])[CH:11]([CH3:13])[CH3:12])[N:9]=1)CCC.[OH-:36].[Na+]>>[CH2:15]([NH:16][C:15]([C:7]1[N:6]([CH2:17][C:18]2[CH:19]=[CH:20][C:21]([C:24]3[CH:29]=[CH:28][CH:27]=[CH:26][C:25]=3[C:30]([C:32]([OH:34])=[O:33])=[O:31])=[CH:22][CH:23]=2)[CH:5]=[N:9][C:8]=1[CH:10]([OH:14])[CH:11]([CH3:13])[CH3:12])=[O:36])[CH2:7][CH2:8][CH3:10] |f:1.2|. Procedure: 245 mg of 2-butyl-4-(1-hydroxy-2-methylpropyl)-1-[(2'-methoxalylbiphenyl-4-yl)methyl]imidazole-5-carbonitrile [prepared as described in step (a) above] were subjected to hydrolysis using 6 ml of a 1N aqueous solution of sodium hydroxide in the same manner as described in Example 10(b), to give 187 mg of the title compound as a powder, at softening 144°-146° C. Starting materials: C=O (formaldehyde), C(C=C)OCCCC=O (4-allyloxy-n-butyraldehyde), crude product, C(CC)OCCCC=O (4-propoxy-n-butyraldehyde). Product: C(CC)OC(C=O)CC (Propoxy-n-Butyraldehyde). As a reaction SMILES: C=O.[CH2:3]([O:6][CH2:7][CH2:8][CH2:9]C=O)[CH2:4][CH3:5].[CH2:12]([O:15]CCCC=O)C=C>>[CH2:7]([O:6][CH:3]([CH2:4][CH3:5])[CH:12]=[O:15])[CH2:8][CH3:9]. Procedure details: Conversion of formaldehyde was essentially complete. The crude product contained 4-propoxy-n-butyraldehyde and 4-allyloxy-n-butyraldehyde in a mol ratio of about 13:1, respectively. Starting materials: CS(=O)(=O)[O-] (methane sulfonate), O(C1=CC=CC=C1)C1CNC1 (3-phenoxyazetidine), CN=C=O (methylisocyanate). Yields the product CNC(=O)N1CC(C1)OC1=CC=CC=C1 (N-Methyl-3-phenoxy-1-azetidinecarboxamide). As a reaction SMILES: CS([O-])(=O)=O.[O:6]([CH:13]1[CH2:16][NH:15][CH2:14]1)[C:7]1[CH:12]=[CH:11][CH:10]=[CH:9][CH:8]=1.[CH3:17][N:18]=[C:19]=[O:20]>>[CH3:17][NH:18][C:19]([N:15]1[CH2:16][CH:13]([O:6][C:7]2[CH:8]=[CH:9][CH:10]=[CH:11][CH:12]=2)[CH2:14]1)=[O:20]. Procedure details: The compound was prepared from the methane sulfonate of 3-phenoxyazetidine and methylisocyanate as described in Example 1 of U.S. Pat. No. 4,226,861, m.p. 139°-141° C. Reaction SMILES: [CH3:35][OH:36].[ClH:33].[F:1][C:2]([c:3]1[cH:4][cH:5][c:6](-[c:9]2[cH:10][c:11](-[c:14]3[cH:15][cH:16][c:17]([C:18](=[O:19])[O:20][CH3:21])[cH:22][cH:23]3)[n:12][o:13]2)[cH:7][cH:8]1)([F:24])[F:25].[Na+:27].[O:28]1[CH2:29][CH2:30][CH2:31][CH2:32]1.[OH-:26].[OH2:34]>>[F:1][C:2]([c:3]1[cH:4][cH:5][c:6](-[c:9]2[cH:10][c:11](-[c:14]3[cH:15][cH:16][c:17]([C:18](=[O:19])[OH:20])[cH:22][cH:23]3)[n:12][o:13]2)[cH:7][cH:8]1)([F:24])[F:25]. Starting materials: CO, Cl, COC(=O)c1ccc(-c2cc(-c3ccc(C(F)(F)F)cc3)on2)cc1, [Na+], C1CCOC1, [OH-], O. Yields the product O=C(O)c1ccc(-c2cc(-c3ccc(C(F)(F)F)cc3)on2)cc1.